Dataset: the Open Reaction Database (ORD), a public repository of structured organic reaction records. Task: describe an organic reaction: reactants, conditions, products, and yield Starting materials: C(C)(=O)OCC (ethyl acetate), ClC=1C=CC2=C(N=C(O2)C2=CC=C(COC3=C(C=C(C=C3)F)CCNC3C=4C=CC(=NC4CCC3)C(=O)OCC)C=C2)C1 (Ethyl 5-{[2-(2-{[4-(5-chloro-1,3-benzoxazol-2-yl)benzyl]oxy}-5-fluorophenyl)ethyl]amino}-5,6,7,8-tetrahydroquinoline-2-carboxylate), ICCC1=CC=C(C(=O)OC)C=C1 (methyl 4-(2-iodoethyl)benzoate), C([O-])([O-])=O.[Na+].[Na+] (sodium carbonate), ICCC1=CC=C(C(=O)OC)C=C1 (methyl 4-(2-iodoethyl)benzoate), C([O-])([O-])=O.[Na+].[Na+] (sodium carbonate), ICCC1=CC=C(C(=O)OC)C=C1 (methyl 4-(2-iodoethyl)benzoate), C([O-])([O-])=O.[Na+].[Na+] (sodium carbonate). Run in O (water), C(C)#N (acetonitrile). Run at temperature 110 celsius, time 8 hour. Product: ClC=1C=CC2=C(N=C(O2)C2=CC=C(COC3=C(C=C(C=C3)F)CCN(C3C=4C=CC(=NC4CCC3)C(=O)OCC)CCC3=CC=C(C=C3)C(=O)OC)C=C2)C1 (Ethyl 5-([2-(2-{[4-(5-chloro-1,3-benzoxazol-2-yl)benzyl]oxy}-5-fluorophenyl)ethyl]{2-[4-(methoxycarbonyl)phenyl]ethyl}amino)-5,6,7,8-tetrahydroquinoline-2-carboxylate). Reaction SMILES: [Cl:1][C:2]1[CH:3]=[CH:4][C:5]2[O:9][C:8]([C:10]3[CH:42]=[CH:41][C:13]([CH2:14][O:15][C:16]4[CH:21]=[CH:20][C:19]([F:22])=[CH:18][C:17]=4[CH2:23][CH2:24][NH:25][CH:26]4[CH2:35][CH2:34][CH2:33][C:32]5[N:31]=[C:30]([C:36]([O:38][CH2:39][CH3:40])=[O:37])[CH:29]=[CH:28][C:27]4=5)=[CH:12][CH:11]=3)=[N:7][C:6]=2[CH:43]=1.I[CH2:45][CH2:46][C:47]1[CH:56]=[CH:55][C:50]([C:51]([O:53][CH3:54])=[O:52])=[CH:49][CH:48]=1.C(=O)([O-])[O-].[Na+].[Na+].C(OCC)(=O)C>C(#N)C.O>[Cl:1][C:2]1[CH:3]=[CH:4][C:5]2[O:9][C:8]([C:10]3[CH:11]=[CH:12][C:13]([CH2:14][O:15][C:16]4[CH:21]=[CH:20][C:19]([F:22])=[CH:18][C:17]=4[CH2:23][CH2:24][N:25]([CH2:45][CH2:46][C:47]4[CH:56]=[CH:55][C:50]([C:51]([O:53][CH3:54])=[O:52])=[CH:49][CH:48]=4)[CH:26]4[CH2:35][CH2:34][CH2:33][C:32]5[N:31]=[C:30]([C:36]([O:38][CH2:39][CH3:40])=[O:37])[CH:29]=[CH:28][C:27]4=5)=[CH:41][CH:42]=3)=[N:7][C:6]=2[CH:43]=1 |f:2.3.4|. Procedure details: A suspension of 375 mg (0.63 mmol) of ethyl 5-{[2-(2-{[4-(5-chloro-1,3-benzoxazol-2-yl)benzyl]-oxy}-5-fluorophenyl)ethyl]amino}-5,6,7,8-tetrahydroquinoline-2-carboxylate (Enantiomer 2, Example 117A), 272 mg (0.94 mmol) of methyl 4-(2-iodoethyl)benzoate and 99 mg (0.94 mmol) of anhydrous sodium carbonate in 10 ml of dry acetonitrile was stirred overnight at a bath temperature of 110° C. A further 272 mg of methyl 4-(2-iodoethyl)benzoate and 99 mg of sodium carbonate were then added, and the mixtu... The reactants are COC=1C2=C(N=CN1)N(C(=C2)C2=CNC1=CC=C(C=C21)OC)S(=O)(=O)C2=CC=C(C=C2)C (4-methoxy-6-(5-methoxy-1H-indol-3-yl)-7-[(4-methylphenyl)sulfonyl]-7H-pyrrolo[2,3-d]pyrimidine), [H-].[Na+] (sodium hydride), CI (methyl iodide). Run in CN(C=O)C (dimethylformamide). Reaction conditions: time 1 hour. Product: COC=1C2=C(N=CN1)N(C(=C2)C2=CN(C1=CC=C(C=C21)OC)C)S(=O)(=O)C2=CC=C(C=C2)C (4-Methoxy-6-(5-methoxy-1-methyl-1H-indol-3-yl)-7-[(4-methylphenyl)sulfonyl]-7H-pyrrolo[2,3-d]pyrimidine). Isolated yield 56.3%. Reaction SMILES: [CH3:1][O:2][C:3]1[C:4]2[CH:11]=[C:10]([C:12]3[C:20]4[C:15](=[CH:16][CH:17]=[C:18]([O:21][CH3:22])[CH:19]=4)[NH:14][CH:13]=3)[N:9]([S:23]([C:26]3[CH:31]=[CH:30][C:29]([CH3:32])=[CH:28][CH:27]=3)(=[O:25])=[O:24])[C:5]=2[N:6]=[CH:7][N:8]=1.[H-].[Na+].[CH3:35]I>CN(C)C=O>[CH3:1][O:2][C:3]1[C:4]2[CH:11]=[C:10]([C:12]3[C:20]4[C:15](=[CH:16][CH:17]=[C:18]([O:21][CH3:22])[CH:19]=4)[N:14]([CH3:35])[CH:13]=3)[N:9]([S:23]([C:26]3[CH:31]=[CH:30][C:29]([CH3:32])=[CH:28][CH:27]=3)(=[O:25])=[O:24])[C:5]=2[N:6]=[CH:7][N:8]=1 |f:1.2|. Procedure details: To a solution of 4-methoxy-6-(5-methoxy-1H-indol-3-yl)-7-[(4-methylphenyl)sulfonyl]-7H-pyrrolo[2,3-d]pyrimidine [448 mg, Reference Example 5] in dimethylformamide (20 mL) was added the sodium hydride (44 mg, 60% dispersion in oil) and methyl iodide (156 mg) under inert atmosphere. The solution was stirred for 1 hour at room temperature and the solvent was evaporated under reduced pressure. The residue was partitioned between water and ethyl acetate. The organic phase was separated, then dried ov... Procedure: A solution containing 1.43 g. of perchloric acid (70%) in 5 ml. of absolute ethanol is added dropwise with stirring to a solution of 2.57 g. of 3-[5-cyclopropyl-5-(1-pyrrolidinyl)-2-isoxazolin-3-yl]-pyridine in 25 ml. of absolute ethanol. The resulting solution is diluted with 25 ml. of water and then heated vigorously on a steam bath for 0.5 hours. The hot solution is poured directly onto 200 g. of ice. The precipitate is collected by filtration, washed well with water and air dried. This gives... Product: C1(CC1)C1=CC(=NO1)C=1C=NC=CC1 (3-(5-Cyclopropyl-3-isoxazolyl)pyridine). Solvent: O (water). The reactants are Cl(=O)(=O)(=O)O (perchloric acid), C(C)O (ethanol), C(C)O (ethanol), C1(CC1)C1(CC(=NO1)C=1C=NC=CC1)N1CCCC1 (3-[5-cyclopropyl-5-(1-pyrrolidinyl)-2-isoxazolin-3-yl]-pyridine). Reaction SMILES: Cl(O)(=O)(=O)=O.C(O)C.[CH:9]1([C:12]2(N3CCCC3)[O:16][N:15]=[C:14]([C:17]3[CH:18]=[N:19][CH:20]=[CH:21][CH:22]=3)[CH2:13]2)[CH2:11][CH2:10]1>O>[CH:9]1([C:12]2[O:16][N:15]=[C:14]([C:17]3[CH:18]=[N:19][CH:20]=[CH:21][CH:22]=3)[CH:13]=2)[CH2:11][CH2:10]1. The reactants are C(C)(=O)OC(C)=O (acetic anhydride), OC1CCN(CC1)C(=O)OC(C)(C)C (2-methylpropan-2-yl 4-hydroxypiperidine-1-carboxylate). Run in N1=CC=CC=C1 (pyridine). Product: C(C)(=O)OC1CCN(CC1)C(=O)OC(C)(C)C (2-methylpropan-2-yl 4-(acetyloxy)piperidine-1-carboxylate). The yield is 62.0%. As a reaction SMILES: [C:1]([O:4][C:5](=[O:7])[CH3:6])(=O)[CH3:2].OC1C[CH2:13][N:12]([C:15]([O:17][C:18]([CH3:21])([CH3:20])[CH3:19])=[O:16])[CH2:11][CH2:10]1>N1C=CC=CC=1>[C:5]([O:4][CH:1]1[CH2:10][CH2:11][N:12]([C:15]([O:17][C:18]([CH3:19])([CH3:21])[CH3:20])=[O:16])[CH2:13][CH2:2]1)(=[O:7])[CH3:6]. Reported procedure: 4.75 g of di-tert-butyl dicarbonate are added to a mixture of 2 g of 4-hydroxypiperidine in 4 ml of water and 13.8 ml of a 2N aqueous sodium hydroxide solution. The reaction medium is stirred at ambient temperature for 2 hours and then 50 ml of chloroform are added. The two phases are separated and the organic phase is washed with an aqueous 25% NH4OH solution and then with a saturated aqueous sodium chloride solution. The organic phase is dried over magnesium sulfate, filtered and evaporated, s... The reactants are FC1=C(C=CC(=C1)F)C1=NC(=NC=N1)NC1=CC(=CC=C1)CS(=O)(=O)C (4-(2,4-difluorophenyl)-N-{3-[(methylsulfonyl)methyl]phenyl}-1,3,5-triazin-2-amine), intermediate 42.1, C1(CCCCC1)CCO (2-cyclohexylethanol). Product: C1(CCCCC1)CCOC1=C(C=CC(=C1)F)C1=NC(=NC=N1)NC1=CC(=CC=C1)CS(=O)(=O)C (4-[2-(2-Cyclohexylethoxy)-4-fluorophenyl]-N-{3-[(methylsulfonyl)methyl]phenyl}-1,3,5-triazin-2-amine). As a reaction SMILES: F[C:2]1[CH:7]=[C:6]([F:8])[CH:5]=[CH:4][C:3]=1[C:9]1[N:14]=[CH:13][N:12]=[C:11]([NH:15][C:16]2[CH:21]=[CH:20][CH:19]=[C:18]([CH2:22][S:23]([CH3:26])(=[O:25])=[O:24])[CH:17]=2)[N:10]=1.[CH:27]1([CH2:33][CH2:34][OH:35])[CH2:32][CH2:31][CH2:30][CH2:29][CH2:28]1>>[CH:27]1([CH2:33][CH2:34][O:35][C:2]2[CH:7]=[C:6]([F:8])[CH:5]=[CH:4][C:3]=2[C:9]2[N:14]=[CH:13][N:12]=[C:11]([NH:15][C:16]3[CH:21]=[CH:20][CH:19]=[C:18]([CH2:22][S:23]([CH3:26])(=[O:25])=[O:24])[CH:17]=3)[N:10]=2)[CH2:32][CH2:31][CH2:30][CH2:29][CH2:28]1. Reported procedure: Starting with 4-(2,4-difluorophenyl)-N-{3-[(methylsulfonyl)methyl]phenyl}-1,3,5-triazin-2-amine (75 mg; 0.197 mmol), intermediate 42.1, and 2-cyclohexylethanol (111 μl; 0.789 mmol), example 63 was prepared analogously to the procedure for the preparation of example 43. Starting materials: [C-]#N, FC(F)(F)Oc1ccccc1CBr, [Na+], CN(C)C=O. Product: N#CCc1ccccc1OC(F)(F)F. As a reaction SMILES: [C-:14]#[N:15].[F:1][C:2]([O:3][c:4]1[c:5]([CH2:6][Br:7])[cH:8][cH:9][cH:10][cH:11]1)([F:12])[F:13].[Na+:16].[O:17]=[CH:18][N:19]([CH3:20])[CH3:21]>>[F:1][C:2]([O:3][c:4]1[c:5]([CH2:6][C:14]#[N:15])[cH:8][cH:9][cH:10][cH:11]1)([F:12])[F:13].